This data is from the Open Reaction Database (ORD), a public repository of structured organic reaction records. The task is: describe an organic reaction: reactants, conditions, products, and yield The reactants are [O-2].[Zn+2] (zinc oxide), [O-2].[Zn+2] (zinc oxide), CC(O)(P(=O)(O)O)P(=O)(O)O (etidronic acid), [O-2].[Zn+2] (zinc oxide), CC(O)(P(=O)(O)O)P(=O)(O)O (etidronic acid). Run in O (water). Run at temperature 70 celsius. The product is [Zn].CC(O)(P(=O)(O)O)P(=O)(O)O (zinc etidronate). Isolated yield 121.2%. As a reaction SMILES: [O-2].[Zn+2:2].[CH3:3][C:4]([P:10]([OH:13])([OH:12])=[O:11])([P:6]([OH:9])([OH:8])=[O:7])[OH:5]>O>[Zn:2].[CH3:3][C:4]([P:10]([OH:13])([OH:12])=[O:11])([P:6]([OH:9])([OH:8])=[O:7])[OH:5] |f:0.1,4.5|. Procedure details: 184.8 grams (2.28 moles) zinc oxide was slurried at 20 percent by weight in water and heated to 70° C. An aqueous solution containing 316 grams (1.52 moles) etidronic acid was diluted to 20 percent by weight and heated to 70° C. The zinc oxide slurry was pumped into the etidronic acid solution over 45 minutes with continuous stirring of both the slurry and the solution. A precipitate formed after the addition of about 20 percent of the zinc oxide. The slurry formed was stirred for 4 hours at 60°...